From a dataset of the Open Reaction Database (ORD), a public repository of structured organic reaction records. describe an organic reaction: reactants, conditions, products, and yield Procedure details: 21.2 g. of 4-phenoxyacetophenone and 11.1 ml. of bromoacetic acid ethyl ester are dissolved in a mixture of 75 ml. of benzene and 75 ml. of toluene. 40 ml. of this solution are added to 7 g. of zinc powder (previously washed successively with 1% hydrochloric acid, water and acetone, and then dried) and the mixture is heated to 70° while stirring and passing in nitrogen. After the reaction has begun, the remainder of the solution is added dropwise, the mixture is boiled for one hour and cooled an... Reaction conditions: time 1 hour. As a reaction SMILES: [CH3:1][C:2]([C:4]1[CH:9]=[CH:8][C:7]([O:10][C:11]2[CH:16]=[CH:15][CH:14]=[CH:13][CH:12]=2)=[CH:6][CH:5]=1)=[O:3].[CH2:17]([O:19][C:20](=[O:23])[CH2:21]Br)[CH3:18].C1C=CC=CC=1>C1(C)C=CC=CC=1>[CH2:17]([O:19][C:20](=[O:23])[CH2:21][C:2]([C:4]1[CH:9]=[CH:8][C:7]([O:10][C:11]2[CH:16]=[CH:15][CH:14]=[CH:13][CH:12]=2)=[CH:6][CH:5]=1)([OH:3])[CH3:1])[CH3:18]. Reactants: CC(=O)C1=CC=C(C=C1)OC2=CC=CC=C2 (4-phenoxyacetophenone), C(C)OC(CBr)=O (bromoacetic acid ethyl ester), C1=CC=CC=C1 (benzene). The product is C(C)OC(CC(C)(O)C1=CC=C(C=C1)OC1=CC=CC=C1)=O (3-p-phenoxyphenyl-3-hydroxy-butyric acid ethyl ester). The solvent is C1(=CC=CC=C1)C (toluene). Reactants: C([O-])([O-])=O.[Cs+].[Cs+] (cesium carbonate), Cl.Cl.N1CC(C1)C1=NC2=C(N1)C=CC(=C2)Cl (2-(azetidin-3-yl)-5-chloro-1H-benzo[d]imidazole dihydrochloride), ClC1=NC=NC(=C1)C1CCOCC1 (4-chloro-6-(tetrahydro-2H-pyran-4-yl)pyrimidine). Solvent: CC(=O)N(C)C (DMA). Conditions: temperature 70 celsius. Yields the product ClC1=CC2=C(NC(=N2)C2CN(C2)C2=NC=NC(=C2)C2CCOCC2)C=C1 (5-chloro-2-(1-(6-(tetrahydro-2H-pyran-4-yl)pyrimidin-4-yl)azetidin-3-yl)-1H-benzo[d]imidazole). The yield is 46.9%. Reaction SMILES: C(=O)([O-])[O-].[Cs+].[Cs+].Cl.Cl.[NH:9]1[CH2:12][CH:11]([C:13]2[NH:17][C:16]3[CH:18]=[CH:19][C:20]([Cl:22])=[CH:21][C:15]=3[N:14]=2)[CH2:10]1.Cl[C:24]1[CH:29]=[C:28]([CH:30]2[CH2:35][CH2:34][O:33][CH2:32][CH2:31]2)[N:27]=[CH:26][N:25]=1>CC(N(C)C)=O>[Cl:22][C:20]1[CH:19]=[CH:18][C:16]2[NH:17][C:13]([CH:11]3[CH2:12][N:9]([C:24]4[CH:29]=[C:28]([CH:30]5[CH2:35][CH2:34][O:33][CH2:32][CH2:31]5)[N:27]=[CH:26][N:25]=4)[CH2:10]3)=[N:14][C:15]=2[CH:21]=1 |f:0.1.2,3.4.5|. Procedure: A mixture of cesium carbonate (0.83 g, 2.56 mmol), 2-(azetidin-3-yl)-5-chloro-1H-benzo[d]imidazole dihydrochloride (as described in Preparation 5) (0.18 gg, 0.64 mmol), and 4-chloro-6-(tetrahydro-2H-pyran-4-yl)pyrimidine (0.13 g, 0.64 mmol) in DMA (1 mL) was heated to 70° C. for 18 h, then cooled to RT. The resulting suspension was partitioned between ethyl acetate and water, the layers were separated, and the organic layer was washed with water twice, brine once, dried over anhydrous magnesium ...